Dataset: the Open Reaction Database (ORD), a public repository of structured organic reaction records. Task: describe an organic reaction: reactants, conditions, products, and yield Reactants: stainless steel, RhCl3.3H2O, nitrile, C(C1=CC=CC=C1)(=O)N (benzamide), C(C1=CN=CC=C1)#N (nicotinonitrile), nitrile, C=C(C#N)CCC#N (methyleneglutaronitrile), C(C1=CN=CC=C1)(=O)N (nicotinamide). Run in N1=CC=CC=C1 (pyridine), O (water), C(C1=CC=CC=C1)#N (benzonitrile). Run at temperature 120 celsius. Product: C=C(C(=O)N)CCC(=O)N (2-methyleneglutaramide). As a reaction SMILES: C(N)(=[O:8])C1C=CC=CC=1.C(#N)C1C=CC=NC=1.[C:18]([NH2:26])(=[O:25])[C:19]1[CH:24]=[CH:23][CH:22]=[N:21][CH:20]=1.C=C(CCC#N)C#N>C(#N)C1C=CC=CC=1.O.N1C=CC=CC=1>[CH2:20]=[C:19]([CH2:24][CH2:23][C:22]([NH2:21])=[O:8])[C:18]([NH2:26])=[O:25]. Reported procedure: Into 10 ml stainless steel tubes were charged 0.1 mmole RhCl3.3H2O, 0.4 mmole TLTTP, 4 ml pyridine, 1-2 g of nitrile and a stoichiometric equivalent amount of water. The tubes were pressurized to 150 psig with nitrogen and heated at 120° C. for 17 hours and then the products were determined. In this manner, benzonitrile was converted to benzamide and nicotinonitrile was converted to nicotinamide. These reactions were repeated on a scale up of about 10-times using methyleneglutaronitrile as the n... Starting materials: CCCCn1cnc2c1c(=O)[nH]c(=O)n2C, CC(C)(O)CCCCCl. Yields the product CCCCn1cnc2c1c(=O)n(CCCCC(C)(C)O)c(=O)n2C. As a reaction SMILES: [CH2:1]([CH2:2][CH2:3][CH3:4])[n:5]1[cH:6][n:7][c:8]2[n:9]([CH3:16])[c:10](=[O:15])[nH:11][c:12](=[O:14])[c:13]12.[Cl:17][CH2:18][CH2:19][CH2:20][CH2:21][C:22]([CH3:23])([CH3:24])[OH:25]>>[CH2:1]([CH2:2][CH2:3][CH3:4])[n:5]1[cH:6][n:7][c:8]2[n:9]([CH3:16])[c:10](=[O:15])[n:11]([CH2:18][CH2:19][CH2:20][CH2:21][C:22]([CH3:23])([CH3:24])[OH:25])[c:12](=[O:14])[c:13]12. The reactants are CNS(=O)(=O)C1(SC=C(N1)Cl)Cl (N-methyl-2,4 dichloro-thiazole-sulphonamide), C(C)(C)N (isopropylamine). Solvent: C1(=CC=CC=C1)C (toluene). Product: CN(S(=O)(=O)C=1SC=C(N1)Cl)NC(C)C (N-methyl-2-N-isopropylamino-4-chlorothiazole-sulphonamide), product. Isolated yield 89.0%. RXN SMILES: [CH3:1][NH:2][S:3]([C:6]1(Cl)[NH:10][C:9]([Cl:11])=[CH:8][S:7]1)(=[O:5])=[O:4].[CH:13]([NH2:16])([CH3:15])[CH3:14]>C1(C)C=CC=CC=1>[CH3:1][N:2]([NH:16][CH:13]([CH3:15])[CH3:14])[S:3]([C:6]1[S:7][CH:8]=[C:9]([Cl:11])[N:10]=1)(=[O:5])=[O:4]. Reported procedure: In analogy to Example 5, the N-methyl-2-N-isopropylamino-4-chlorothiazole-sulphonamide was prepared by reacting N-methyl-2,4-dichlorothiazole-sulphomamide from Example 2 with a 65% strength aqueous isopropylamine solution. Following recrystallization from toluene, 89% yield of product of m.p. 135° C. were obtained. Reaction SMILES: [Cl:1][C:2]1[CH:7]=[CH:6][C:5](/[CH:8]=[CH:9]/[C:10]2[N:11]=[C:12]3[S:20][CH:19]=[CH:18][N:13]3[C:14](=[O:17])[C:15]=2I)=[CH:4][CH:3]=1.[C:21]1(B(O)O)[CH:26]=[CH:25][CH:24]=[CH:23][CH:22]=1.C(=O)([O-])[O-].[Na+].[Na+]>C1(C)C=CC=CC=1.C(O)C.O>[Cl:1][C:2]1[CH:7]=[CH:6][C:5](/[CH:8]=[CH:9]/[C:10]2[N:11]=[C:12]3[S:20][CH:19]=[CH:18][N:13]3[C:14](=[O:17])[C:15]=2[C:21]2[CH:26]=[CH:25][CH:24]=[CH:23][CH:22]=2)=[CH:4][CH:3]=1 |f:2.3.4|. Run in O (water), C1(=CC=CC=C1)C (toluene), C(C)O (ethanol). The product is ClC1=CC=C(C=C1)/C=C/C=1N=C2N(C(C1C1=CC=CC=C1)=O)C=CS2 (7-[(E)-2-(4-Chlorophenyl)vinyl]-6-phenyl-5H-[1,3]thiazolo[3,2-a]pyrimidin-5-one). Procedure: To a stirred solution of Intermediate 1 (100 mg, 0.231 mmol) in toluene (20 ml) and ethanol (10 ml) was added phenylboronic acid (33 mg, 0.276 mmol) and Pd[(C6H5)3P]4 (26 mg, 0.023 mmol) in) followed by sodium carbonate (Na2CO3) (48 mg, 0.461 mmol) in water (10 ml). The reaction mixture was heated to reflux for 12 h under nitrogen. The reaction mixture was allowed to cool to room temperature. The residue obtained after evaporation was partitioned between ethyl acetate (500 ml) and water (100 ml)... Yield: 5932.6%. The reactants are C([O-])([O-])=O.[Na+].[Na+] (sodium carbonate), ClC1=CC=C(C=C1)/C=C/C=1N=C2N(C(C1I)=O)C=CS2 (7-[(E)-2-(4-Chlorophenyl)vinyl]-6-iodo-5H-[1,3]thiazolo[3,2-a]pyrimidin-5-one), C1(=CC=CC=C1)B(O)O (phenylboronic acid), Pd[(C6H5)3P]4. The reactants are CCOC(C)=O, CN(C)Cc1ccc(C(Cc2cc(Cl)c3cccnc3c2OCc2ccccc2)N=[N+]=[N-])o1, C1CCOC1, O, c1ccc(P(c2ccccc2)c2ccccc2)cc1. Product: CN(C)Cc1ccc(C(N)Cc2cc(Cl)c3cccnc3c2OCc2ccccc2)o1. As a reaction SMILES: [CH3:59][CH2:60][O:61][C:62](=[O:63])[CH3:64].[N:1](=[N+:2]=[N-:3])[CH:4]([CH2:5][c:6]1[cH:7][c:8]([Cl:24])[c:9]2[cH:10][cH:11][cH:12][n:13][c:14]2[c:15]1[O:16][CH2:17][c:18]1[cH:19][cH:20][cH:21][cH:22][cH:23]1)[c:25]1[cH:26][cH:27][c:28]([CH2:30][N:31]([CH3:32])[CH3:33])[o:29]1.[O:53]1[CH2:54][CH2:55][CH2:56][CH2:57]1.[OH2:58].[c:34]1([P:35]([c:36]2[cH:37][cH:38][cH:39][cH:40][cH:41]2)[c:42]2[cH:43][cH:44][cH:45][cH:46][cH:47]2)[cH:48][cH:49][cH:50][cH:51][cH:52]1>>[NH2:1][CH:4]([CH2:5][c:6]1[cH:7][c:8]([Cl:24])[c:9]2[cH:10][cH:11][cH:12][n:13][c:14]2[c:15]1[O:16][CH2:17][c:18]1[cH:19][cH:20][cH:21][cH:22][cH:23]1)[c:25]1[cH:26][cH:27][c:28]([CH2:30][N:31]([CH3:32])[CH3:33])[o:29]1.